From a dataset of the Open Reaction Database (ORD), a public repository of structured organic reaction records. describe an organic reaction: reactants, conditions, products, and yield Starting materials: FC1=C(C=CC=C1)[N+](=O)[O-] (fluoronitrobenzene), CN1CCN(CC1)CCCN (3-(4-Methyl-piperazin-1-yl)-propylamine), C(C)(C)N(CC)C(C)C (diisopropyl ethyl amine). Run in O1CCOCC1 (dioxane). Conditions: time 48 hour. The product is CN1CCN(CC1)CCCNC1=CC=C(C=C1)[N+](=O)[O-] ([3-(4-Methyl-piperazin-1-yl)-propyl]-(4-nitro-phenyl)-amine). Yield: 74.0%. RXN SMILES: F[C:2]1[CH:7]=[CH:6][CH:5]=[CH:4][C:3]=1[N+:8]([O-:10])=[O:9].[CH3:11][N:12]1[CH2:17][CH2:16][N:15]([CH2:18][CH2:19][CH2:20][NH2:21])[CH2:14][CH2:13]1.C(N(C(C)C)CC)(C)C>O1CCOCC1>[CH3:11][N:12]1[CH2:17][CH2:16][N:15]([CH2:18][CH2:19][CH2:20][NH:21][C:6]2[CH:5]=[CH:4][C:3]([N+:8]([O-:10])=[O:9])=[CH:2][CH:7]=2)[CH2:14][CH2:13]1. Procedure: A 100 mL round bottom flask was dried in an oven overnight and cooled to room temperature under Ar(g). The flask was charged with fluoronitrobenzene (0.187 mL, 1.77 mmol), 3-(4-Methyl-piperazin-1-yl)-propylamine (0.361 g, 2.30 mmol) and dioxane (9.0 mL). To the resulting solution diisopropyl ethyl amine (0.463 mL, 2.66 mmol) was added dropwise and allowed to stir at 105° C. for 48 h. The mixture was extracted with EtOAc (3×30 mL), and with brine (2×30 mL). The combined organic layers were then d... Starting materials: BrC1=NC=CC=C1O (2-bromo-pyridin-3-ol), 1a, BrCC1CC1 (bromomethyl-cyclopropane), 1b, C(=O)([O-])[O-].[K+].[K+] (K2CO3). The solvent is CN(C)C=O (DMF). Run at temperature 80 celsius. Yields the product BrC1=NC=CC=C1OCC1CC1 (2-bromo-3-cyclopropylmethoxy-pyridine), 1c. Isolated yield 84.0%. As a reaction SMILES: [Br:1][C:2]1[C:7]([OH:8])=[CH:6][CH:5]=[CH:4][N:3]=1.Br[CH2:10][CH:11]1[CH2:13][CH2:12]1.C([O-])([O-])=O.[K+].[K+]>CN(C=O)C>[Br:1][C:2]1[C:7]([O:8][CH2:10][CH:11]2[CH2:13][CH2:12]2)=[CH:6][CH:5]=[CH:4][N:3]=1 |f:2.3.4|. Procedure details: 2-bromo-pyridin-3-ol Compound 1a (6.4 g, 36.8 mmol) was dissolved into DMF (100 mL), then bromomethyl-cyclopropane Compound 1b (5.0 g, 37 mmol) and K2CO3 (7.5 g, 54.3 mmol) were added. The mixture was stirred and heated at 80° C. for 2 hrs. Excess DMF was removed on a rotary evaporator. The brown residue was mixed with Et2O (150 mL), then washed with H2O and dried over Na2SO4. The solvent was evaporated from the dry solution to provide 2-bromo-3-cyclopropylmethoxy-pyridine Compound 1c (7.04 g, y... Conditions: time 2 hour. Reaction SMILES: [CH2:1]([N:3]([CH2:14][CH3:15])[C:4]1[CH:9]=[CH:8][C:7]([S:10](Cl)(=[O:12])=[O:11])=[CH:6][CH:5]=1)[CH3:2].[NH2:16][CH2:17][CH2:18][CH2:19][CH2:20][C:21]([OH:23])=[O:22].[OH-].[Na+].O1CCCC1>O>[CH2:1]([N:3]([CH2:14][CH3:15])[C:4]1[CH:9]=[CH:8][C:7]([S:10]([NH:16][CH2:17][CH2:18][CH2:19][CH2:20][C:21]([OH:23])=[O:22])(=[O:12])=[O:11])=[CH:6][CH:5]=1)[CH3:2] |f:2.3|. Procedure: 2.5 g of 4-diethylaminobenzenesulphonyl chloride are added to a solution comprising 1.17 g of 5-aminovaleric acid and 1.2 g of sodium hydroxide dissolved in 12 cm3 of water, followed by the addition of 12 cm3 of tetrahydrofuran in order to obtain a solution. The mixture is kept stirring for 2 hours at room temperature, the tetrahydrofuran is evaporated off, the reaction medium is acidified using acetic acid and extracted with chloroform, the organic phase is dried and the solvents are removed un... The solvent is O (water). Reactants: C(C)N(C1=CC=C(C=C1)S(=O)(=O)Cl)CC (4-diethylaminobenzenesulphonyl chloride), O1CCCC1 (tetrahydrofuran), NCCCCC(=O)O (5-aminovaleric acid), [OH-].[Na+] (sodium hydroxide). Isolated yield 67.1%. Product: C(C)N(C1=CC=C(C=C1)S(=O)(=O)NCCCCC(=O)O)CC (5-(4-Diethylaminobenzenesulphonylamino)valeric acid). Starting materials: CCCCc1nc([N+](=O)[O-])c(CO)n1Cc1ccc(-c2ccccc2C(=O)OC(C)(C)C)cc1, ClCCl, [Na+], [OH-], O, O=C(O)C(F)(F)F. Product: CCCCc1nc([N+](=O)[O-])c(CO)n1Cc1ccc(-c2ccccc2C(=O)O)cc1. Reaction SMILES: [C:1]([CH3:2])([CH3:3])([CH3:4])[O:5][C:6](=[O:7])[c:8]1[c:9](-[c:14]2[cH:15][cH:16][c:17]([CH2:20][n:21]3[c:22]([CH2:31][CH2:32][CH2:33][CH3:34])[n:23][c:24]([N+:28](=[O:29])[O-:30])[c:25]3[CH2:26][OH:27])[cH:18][cH:19]2)[cH:10][cH:11][cH:12][cH:13]1.[CH2:42]([Cl:43])[Cl:44].[Na+:46].[OH-:45].[OH2:47].[OH:35][C:36]([C:37]([F:38])([F:39])[F:40])=[O:41]>>[O:5]=[C:6]([OH:7])[c:8]1[c:9](-[c:14]2[cH:15][cH:16][c:17]([CH2:20][n:21]3[c:22]([CH2:31][CH2:32][CH2:33][CH3:34])[n:23][c:24]([N+:28](=[O:29])[O-:30])[c:25]3[CH2:26][OH:27])[cH:18][cH:19]2)[cH:10][cH:11][cH:12][cH:13]1. The reactants are FC1=C(C=C(CON2C(C=3C(C2=O)=CC=CC3)=O)C=C1)OC1=CC=CC=C1 (N-(4-fluoro-3-phenoxybenzyloxy)phthalimide), C(CCC)N (n-butylamine), Cl (hydrogen chloride). Run in C(C)O (ethanol). Reaction conditions: time 1.5 hour. The product is Cl.FC1=C(C=C(CON)C=C1)OC1=CC=CC=C1 (O-(4-fluoro-3-phenoxybenzyl)hydroxylamine hydrochloride). The yield is 87.0%. RXN SMILES: [F:1][C:2]1[CH:20]=[CH:19][C:5]([CH2:6][O:7][N:8]2C(=O)C3=CC=CC=C3C2=O)=[CH:4][C:3]=1[O:21][C:22]1[CH:27]=[CH:26][CH:25]=[CH:24][CH:23]=1.C(N)CCC.[ClH:33]>C(O)C>[ClH:33].[F:1][C:2]1[CH:20]=[CH:19][C:5]([CH2:6][O:7][NH2:8])=[CH:4][C:3]=1[O:21][C:22]1[CH:23]=[CH:24][CH:25]=[CH:26][CH:27]=1 |f:4.5|. Procedure details: N-(4-fluoro-3-phenoxybenzyloxy)phthalimide 5 g, 14 mmol), n-butylamine (1.13 g, 15 mmol) and absolute ethanol (3 ml) were placed in a dry flask under a nitrogen atmosphere. This reaction mixture was stirred at 60°-75° for 1.5 hours, cooled and adjusted to pH 3 using dry hydrogen chloride gas. The solution was concentrated to 10 ml and poured into dry ether. The resulting white precipitate was filtered off and recrystallized from petroleum spirit (40°-60°)/dichloromethane to give 3.2 g (87%) of a... Reactants: NC=1C=C(C(=CC1)OS(=O)(=O)C(F)(F)F)C=1SC2=C(N1)C=CC=C2 (2-(3-Amino-6-trifluoromethylsulphonyloxyphenyl)benzothiazole), N(=[N+]=[N-])C1=C(C=CC=C1)C=1SC2=C(N1)C=CC=C2 (2-(2-azidophenyl)benzothiazole). The product is NC1=C(C=C(C=C1)OS(=O)(=O)C(F)(F)F)C=1SC2=C(N1)C=CC=C2 (2-(2-Amino-5-trifluoromethylsulphonyloxyphenyl)benzothiazole). Procedure: This compound was prepared in a similar way to the compound of Example XIV from 2-(2-azidophenyl)benzothiazole (Found: M+ 374. C14H9F3N2O3S2 requires MW 374). Reaction SMILES: NC1C=C(C2SC3C=CC=CC=3N=2)C([O:8][S:9]([C:12]([F:15])([F:14])[F:13])(=[O:11])=[O:10])=CC=1.[N:25]([C:28]1[CH:33]=[CH:32][CH:31]=[CH:30][C:29]=1[C:34]1[S:35][C:36]2[CH:42]=[CH:41][CH:40]=[CH:39][C:37]=2[N:38]=1)=[N+]=[N-]>>[NH2:25][C:28]1[CH:33]=[CH:32][C:31]([O:11][S:9]([C:12]([F:15])([F:14])[F:13])(=[O:10])=[O:8])=[CH:30][C:29]=1[C:34]1[S:35][C:36]2[CH:42]=[CH:41][CH:40]=[CH:39][C:37]=2[N:38]=1.